describe an organic reaction: reactants, conditions, products, and yield From a dataset of the Open Reaction Database (ORD), a public repository of structured organic reaction records. The reactants are [N+](=O)([O-])C1=C2C(CN(C2=CC=C1)CC(=O)OCC)CC(=O)OC ((±)-Ethyl methyl 2,2′-(4-nitro-2,3-dihydro-1H-indole-1,3-diyl)diacetate). The reagents and catalysts are [Pd] (Pd/C). The solvent is CCO (EtOH). Reaction conditions: time 3 hour. Product: NC1=C2C(CN(C2=CC=C1)CC(=O)OCC)CC(=O)OC ((±)-Ethyl methyl 2,2′-(4-amino-2,3-dihydro-1H-indole-1,3-diyl)diacetate). RXN SMILES: [N+:1]([C:4]1[CH:12]=[CH:11][CH:10]=[C:9]2[C:5]=1[CH:6]([CH2:19][C:20]([O:22][CH3:23])=[O:21])[CH2:7][N:8]2[CH2:13][C:14]([O:16][CH2:17][CH3:18])=[O:15])([O-])=O>CCO.[Pd]>[NH2:1][C:4]1[CH:12]=[CH:11][CH:10]=[C:9]2[C:5]=1[CH:6]([CH2:19][C:20]([O:22][CH3:23])=[O:21])[CH2:7][N:8]2[CH2:13][C:14]([O:16][CH2:17][CH3:18])=[O:15]. Procedure details: A mixture of (±)-ethyl methyl 2,2′-(4-nitro-2,3-dihydro-1H-indole-1,3-diyl)diacetate from Step C (550 mg, 1.71 mmol) and 10% Pd/C (40 mg) in EtOH (10 mL) was stirred under an atmosphere of hydrogen (ca. 1 atm). After 3 h, the reaction was filtered through a Celite pad and concentrated in vacuo to give the title compound. MS: m/z.=293 (M+1). Reactants: C1=CC=CC=C1 (benzene), S(O)(O)(=O)=O (sulfuric acid), FC(F)(F)I (trifluoromethyl iodide), OO (hydrogen peroxide), aqueous solution. Reagents/catalysts: S(=O)(=O)([O-])[O-].[Fe+2] (iron(II) sulfate). Solvent: CS(=O)C (dimethyl sulfoxide), CS(=O)C (dimethyl sulfoxide), CS(=O)C (dimethyl sulfoxide). Conditions: time 20 minute. The product is FC(F)(F)C1=CC=CC=C1 (trifluoromethylbenzene). Isolated yield 20.0%. RXN SMILES: [CH:1]1[CH:6]=[CH:5][CH:4]=[CH:3][CH:2]=1.S(=O)(=O)(O)O.[F:12][C:13](I)([F:15])[F:14].OO>S([O-])([O-])(=O)=O.[Fe+2].CS(C)=O>[F:12][C:13]([C:1]1[CH:6]=[CH:5][CH:4]=[CH:3][CH:2]=1)([F:15])[F:14] |f:4.5|. Reported procedure: 100 μl of benzene, 2.0 ml of dimethyl sulfoxide, 2.0 ml of a 1 N dimethyl sulfoxide solution of sulfuric acid, 1.0 ml of a 3.0 mol/l dimethyl sulfoxide solution of trifluoromethyl iodide, 0.2 ml of a 30% hydrogen peroxide aqueous solution and 0.3 ml of a 1.0 mol/l aqueous solution of iron(II) sulfate were charged in a two-neck flask in which the atmosphere was replaced with argon, and the mixture was stirred for 20 minutes. During the stirring, the temperature of the reaction system rose up in t... Starting materials: N1CCC(C(=O)OCC)CC1 (ethyl isonipecotate), N1=CC=CC=C1 (pyridine), C1(=CC=CC=C1)C (toluene), C(C1=CC=CC=C1)(=O)Cl (benzoyl chloride). Run in O (water). Conditions: temperature 9 celsius. The product is C(C1=CC=CC=C1)(=O)N1CCC(C(=O)OCC)CC1 (ethyl N-benzoylisonipecotate). Isolated yield 100.4%. RXN SMILES: [NH:1]1[CH2:11][CH2:10][CH:4]([C:5]([O:7][CH2:8][CH3:9])=[O:6])[CH2:3][CH2:2]1.N1C=CC=CC=1.C1(C)C=CC=CC=1.[C:25](Cl)(=[O:32])[C:26]1[CH:31]=[CH:30][CH:29]=[CH:28][CH:27]=1>O>[C:25]([N:1]1[CH2:2][CH2:3][CH:4]([C:5]([O:7][CH2:8][CH3:9])=[O:6])[CH2:10][CH2:11]1)(=[O:32])[C:26]1[CH:31]=[CH:30][CH:29]=[CH:28][CH:27]=1. Procedure details: To 157.21 g (1 mol) of ethyl isonipecotate (A) were added 79.10 g (1 mol) of pyridine and 1 l of toluene. After cooling the mixture to 9° C., thereto was added dropwise 147.6 g (1.05 mol) of benzoyl chloride at 10° to 20° C. over 30 minutes with cooling. The reaction mixture was further stirred with cooling with ice for 1 hour and at room temperature for 1 hour. Then, thereto was added 500 ml of water to separate an organic layer. The organic layer was washed with 100 ml of water and 200 ml of a... Reactants: ClCCCC#CCBr, O=C([O-])[O-], CC(C)=O, [K+], [K+], CCCc1c(O)ccc(C(C)=O)c1O. The product is CCCc1c(OCC#CCCCCl)ccc(C(C)=O)c1O. Reaction SMILES: [Br:15][CH2:16][C:17]#[C:18][CH2:19][CH2:20][CH2:21][Cl:22].[C:23](=[O:24])([O-:25])[O-:26].[CH3:29][C:30](=[O:31])[CH3:32].[K+:27].[K+:28].[OH:1][c:2]1[c:3]([C:12]([CH3:13])=[O:14])[cH:4][cH:5][c:6]([OH:11])[c:7]1[CH2:8][CH2:9][CH3:10]>>[OH:1][c:2]1[c:3]([C:12]([CH3:13])=[O:14])[cH:4][cH:5][c:6]([O:11][CH2:16][C:17]#[C:18][CH2:19][CH2:20][CH2:21][Cl:22])[c:7]1[CH2:8][CH2:9][CH3:10]. The reactants are BrC1=C(SC=C1CCC)C1C(CCC2=CC3=C(C=C12)OCO3)N (1-(3-bromo-4-propyl-2-thiophenyl)-1,2,3,4-tetrahydro-6,7-methylenedioxy-2-naphthylamine). The reagents and catalysts are [Pd] (Pd/C). The solvent is C(C)O (ethanol). Product: C(CC)C=1C=C(SC1)C1C(CCC2=CC3=C(C=C12)OCO3)N (1-(4-propyl-2-thiophenyl)-1,2,3,4-tetrahydro-6,7-methylenedioxy-2-naphthylamine). Isolated yield 105.1%. Reaction SMILES: Br[C:2]1[C:6]([CH2:7][CH2:8][CH3:9])=[CH:5][S:4][C:3]=1[CH:10]1[C:19]2[C:14](=[CH:15][C:16]3[O:22][CH2:21][O:20][C:17]=3[CH:18]=2)[CH2:13][CH2:12][CH:11]1[NH2:23]>C(O)C.[Pd]>[CH2:7]([C:6]1[CH:2]=[C:3]([CH:10]2[C:19]3[C:14](=[CH:15][C:16]4[O:22][CH2:21][O:20][C:17]=4[CH:18]=3)[CH2:13][CH2:12][CH:11]2[NH2:23])[S:4][CH:5]=1)[CH2:8][CH3:9]. Procedure details: A solution (0.78 g, 1.96 mmol) of 1-(3-bromo-4-propyl-2-thiophenyl)-1,2,3,4-tetrahydro-6,7-methylenedioxy-2-naphthylamine in ethanol was hydrogenated at 4 Atm H2 with 0.3 g of 10% Pd/C catalyst. The catalyst was removed by filtration, and the flitrate was concentrated to give 0.65 g of the title compound. NMR (CDCl3) δ:6.81 (s, 1H), 6,77 (s, 1H), 6.56 (s, 1H), 6.41 (s, 1H), 5.87 (s, 2H), 3.90 (d, J=8 Hz, 1H), 3.25-3.15 (m, 1H), 2.92-2.78 (m, 2H), 2.54 (t, J=7 Hz, 2H), 2.13-2.05 (m, 1H), 1.8-1.6 ... The reactants are SCCC(=O)OC (methyl 3-mercaptopropionate), OC(CC(=O)OC(C)(C)C)C1=C(C=CC=C1)CCCCCCCCC1=CC=CC=C1 (t-butyl 3-hydroxy-3-[2-(8-phenyloctyl)phenyl]propanoate), FC(C(=O)O)(F)F (trifluoroacetic acid). Run in C(Cl)Cl (methylene chloride). Reaction conditions: temperature 0 celsius, time 5 hour. Product: C(=O)(OC)CCSC(CC(=O)O)C1=C(C=CC=C1)CCCCCCCCC1=CC=CC=C1 (3-[(2-carbomethoxyethyl)thio]-3-[2-(8-phenyloctyl)phenyl]propanoic acid). As a reaction SMILES: O[CH:2]([C:11]1[CH:16]=[CH:15][CH:14]=[CH:13][C:12]=1[CH2:17][CH2:18][CH2:19][CH2:20][CH2:21][CH2:22][CH2:23][CH2:24][C:25]1[CH:30]=[CH:29][CH:28]=[CH:27][CH:26]=1)[CH2:3][C:4]([O:6]C(C)(C)C)=[O:5].[SH:31][CH2:32][CH2:33][C:34]([O:36][CH3:37])=[O:35].FC(F)(F)C(O)=O>C(Cl)Cl>[C:34]([CH2:33][CH2:32][S:31][CH:2]([C:11]1[CH:16]=[CH:15][CH:14]=[CH:13][C:12]=1[CH2:17][CH2:18][CH2:19][CH2:20][CH2:21][CH2:22][CH2:23][CH2:24][C:25]1[CH:26]=[CH:27][CH:28]=[CH:29][CH:30]=1)[CH2:3][C:4]([OH:6])=[O:5])([O:36][CH3:37])=[O:35]. Procedure details: A solution of t-butyl 3-hydroxy-3-[2-(8-phenyloctyl)phenyl]propanoate (4.0 gm, 9.7 mmole) in methylene chloride (40 ml) was stirred under an inert atmosphere at -10° C. To this cold solution was added methyl 3-mercaptopropionate (6.2 ml, 56 mmole) in one portion followed by dropwise addition of trifluoroacetic acid (80 ml). The reaction mixture was then stirred for 5 hours at 0° C. Solvent and excess trifluoroacetic acid were removed on a rotary evaporator. The residue was redissolved in methyle... Reactants: ClCCl, CN(C)C1(Cc2ccccc2)CCC(=O)CC1, CCO, Cc1c[nH]c2ccc(F)cc12, [Na+], [OH-], O=S(=O)(O)C(F)(F)F. Yields the product Cc1c(C2=CCC(Cc3ccccc3)(N(C)C)CC2)[nH]c2ccc(F)cc12. As a reaction SMILES: [CH2:39]([Cl:40])[Cl:41].[CH3:12][N:13]([C:14]1([CH2:21][c:22]2[cH:23][cH:24][cH:25][cH:26][cH:27]2)[CH2:15][CH2:16][C:17](=[O:20])[CH2:18][CH2:19]1)[CH3:28].[CH3:42][CH2:43][OH:44].[F:1][c:2]1[cH:3][c:4]2[c:5]([CH3:11])[cH:6][nH:7][c:8]2[cH:9][cH:10]1.[Na+:38].[OH-:37].[OH:29][S:30]([C:31]([F:32])([F:33])[F:34])(=[O:35])=[O:36]>>[F:1][c:2]1[cH:3][c:4]2[c:5]([CH3:11])[c:6]([C:17]3=[CH:16][CH2:15][C:14]([N:13]([CH3:12])[CH3:28])([CH2:21][c:22]4[cH:23][cH:24][cH:25][cH:26][cH:27]4)[CH2:19][CH2:18]3)[nH:7][c:8]2[cH:9][cH:10]1. Starting materials: Cn1ccnc1, CO, CCOC(=O)C(=NOCc1ccc(F)cc1)c1csc(N)n1, [Na+], C1CCOC1, [OH-]. Product: Nc1nc(C(=NOCc2ccc(F)cc2)C(=O)O)cs1. As a reaction SMILES: [CH3:23][n:24]1[cH:25][cH:26][n:27][cH:28]1.[CH3:31][OH:32].[F:1][c:2]1[cH:3][cH:4][c:5]([CH2:6][O:7][N:8]=[C:9]([C:10](=[O:11])[O:12][CH2:13][CH3:14])[c:15]2[n:16][c:17]([NH2:20])[s:18][cH:19]2)[cH:21][cH:22]1.[Na+:30].[O:33]1[CH2:34][CH2:35][CH2:36][CH2:37]1.[OH-:29]>>[F:1][c:2]1[cH:3][cH:4][c:5]([CH2:6][O:7][N:8]=[C:9]([C:10](=[O:11])[OH:12])[c:15]2[n:16][c:17]([NH2:20])[s:18][cH:19]2)[cH:21][cH:22]1. Reactants: Cu(I)Br, N1=C(C=CC=C1)C1=NC=CC=C1 (2,2′-bipyridine), C(Br)Br.C12C=CC(CC1)C2 (norbornene methylene bromide), C=CC1=CC=CC=C1 (styrene). The solvent is C1(=CC=CC=C1)C (toluene). Reaction conditions: temperature 100 celsius, time 12 hour. Yields the product C1=CC=CC=2C3=CC=CC=C3NC12 (Carbazole). Reaction SMILES: N1[CH:6]=[CH:5][CH:4]=[CH:3][C:2]=1[C:7]1[CH:12]=[CH:11][CH:10]=[CH:9][N:8]=1.C(Br)Br.[CH:16]12CC(CC1)C=[CH:17]2.C=CC1C=CC=CC=1>C1(C)C=CC=CC=1>[CH:10]1[C:9]2[NH:8][C:7]3[C:2](=[CH:3][CH:4]=[CH:5][CH:6]=3)[C:17]=2[CH:16]=[CH:12][CH:11]=1 |f:1.2|. Procedure: To an ampoule, Cu(I)Br (1 mmol), 2,2′-bipyridine (1 mmol), norbornene methylene bromide (NBMBr)(1 mmol) and styrene (St) (100 mmol) were added in 10 mL toluene. The heterogeneous mixture was placed under vacuum and degassed via a freeze-pump-thaw cycle thrice. After degassing, the reaction mixture in ampoule was stirred at 100° C. for 12 hrs. The macromonomer containing polystyrene segments (NBMPStBr) was precipitated from methanol. Polymer was dissolved in THF and reprecipitated from methanol t...